From a dataset of the Open Reaction Database (ORD), a public repository of structured organic reaction records. describe an organic reaction: reactants, conditions, products, and yield The reactants are O=C([O-])O, Cc1cc(CO)c2cccc(OCc3ccccc3)c2n1, CI, CN(C)C=O, [Na+], [Na+], [OH-]. Product: COCc1cc(C)nc2c(OCc3ccccc3)cccc12. RXN SMILES: [C:26](=[O:27])([OH:28])[O-:29].[CH2:1]([c:2]1[cH:3][cH:4][cH:5][cH:6][cH:7]1)[O:8][c:9]1[cH:10][cH:11][cH:12][c:13]2[c:14]([CH2:20][OH:21])[cH:15][c:16]([CH3:19])[n:17][c:18]12.[CH3:24][I:25].[CH3:31][N:32]([CH3:33])[CH:34]=[O:35].[Na+:23].[Na+:30].[OH-:22]>>[CH2:1]([c:2]1[cH:3][cH:4][cH:5][cH:6][cH:7]1)[O:8][c:9]1[cH:10][cH:11][cH:12][c:13]2[c:14]([CH2:20][O:21][CH3:26])[cH:15][c:16]([CH3:19])[n:17][c:18]12. Reactants: C1(CCCC1)NC1=CC=CC=2N1N=C(C2C(\C=C\N(C)C)=O)C2=CC=C(C=C2)F ((2E)-1-[7-(cyclopentylamino)-2-(4-fluorophenyl)pyrazolo[1,5-α]pyridin-3-yl]-3-(dimethylamino)-2-propen-1-one), [N+](=O)([O-])[O-].C1(=CC=CC=C1)NC(=[NH2+])N (N-phenylguanidinium nitrate), C([O-])([O-])=O.[K+].[K+] (potassium carbonate), CCOCC (ether). Run in CN(C=O)C (N,N-dimethylformamide), O (water). Reaction conditions: temperature 140 celsius. Product: N(C1=CC=CC=C1)C1=NC=CC(=N1)C=1C(=NN2C1C=CC=C2NC2CCCC2)C2=CC=C(C=C2)F (3-(2-anilino-4-pyrimidinyl)-N-cyclopentyl-2-(4-fluorophenyl)pyrazolo[1,5-α]pyridin-7-amine). As a reaction SMILES: [CH:1]1([NH:6][C:7]2[N:12]3[N:13]=[C:14]([C:23]4[CH:28]=[CH:27][C:26]([F:29])=[CH:25][CH:24]=4)[C:15]([C:16](=O)/[CH:17]=[CH:18]/N(C)C)=[C:11]3[CH:10]=[CH:9][CH:8]=2)[CH2:5][CH2:4][CH2:3][CH2:2]1.[N+]([O-])([O-])=O.[C:34]1([NH:40][C:41]([NH2:43])=[NH2+:42])[CH:39]=[CH:38][CH:37]=[CH:36][CH:35]=1.C(=O)([O-])[O-].[K+].[K+].CCOCC>CN(C)C=O.O>[NH:40]([C:41]1[N:43]=[C:16]([C:15]2[C:14]([C:23]3[CH:24]=[CH:25][C:26]([F:29])=[CH:27][CH:28]=3)=[N:13][N:12]3[C:7]([NH:6][CH:1]4[CH2:2][CH2:3][CH2:4][CH2:5]4)=[CH:8][CH:9]=[CH:10][C:11]=23)[CH:17]=[CH:18][N:42]=1)[C:34]1[CH:39]=[CH:38][CH:37]=[CH:36][CH:35]=1 |f:1.2,3.4.5|. Procedure details: To a solution of (2E)-1-[7-(cyclopentylamino)-2-(4-fluorophenyl)pyrazolo[1,5-α]pyridin-3-yl]-3-(dimethylamino)-2-propen-1-one (100 mg, 0.25 mmol) in N,N-dimethylformamide (5 mL) was added N-phenylguanidinium nitrate (252 mg, 1.27 mmol) and potassium carbonate (175 mg, 1.27 mmol). The suspension was heated at 140 ° C. (bath temperature) for 21 hours. The mixture was cooled to room temperature, ether was added followed by water. The organic layer was washed with brine. The aqueous layer was extrac... Reactants: Cc1cc(Br)ccc1C(=O)O, C1CCOC1, [Li]CCCC, Cl, CN(C)C=O. Yields the product Cc1cc(C=O)ccc1C(=O)O. RXN SMILES: [Br:1][c:2]1[cH:3][c:4]([CH3:11])[c:5]([C:6](=[O:7])[OH:8])[cH:9][cH:10]1.[CH2:23]1[O:24][CH2:25][CH2:26][CH2:27]1.[CH3:12][CH2:13][CH2:14][CH2:15][Li:16].[ClH:22].[O:17]=[CH:18][N:19]([CH3:20])[CH3:21]>>[c:2]1([CH:18]=[O:17])[cH:3][c:4]([CH3:11])[c:5]([C:6](=[O:7])[OH:8])[cH:9][cH:10]1.